describe an organic reaction: reactants, conditions, products, and yield From a dataset of the Open Reaction Database (ORD), a public repository of structured organic reaction records. Starting materials: O (water), [H-].[Na+] (sodium hydride), ClC=1C=C(CBr)C=CC1 (3-chlorobenzyl bromide), NC1=CC(=C(C(=O)OC)C=C1Cl)O (4-amino-5-chloro-2-hydroxybenzoic acid, methyl ester). Run in CN(C=O)C (N,N-dimethylformamide). Conditions: time 1 hour. Yields the product NC1=CC(=C(C(=O)O)C=C1Cl)OCC1=CC(=CC=C1)Cl (4-Amino-5-chloro-2-[(3-chlorophenyl)methoxy]benzoic acid). Yield: 60.6%. RXN SMILES: [H-].[Na+].[NH2:3][C:4]1[C:13]([Cl:14])=[CH:12][C:7]([C:8]([O:10]C)=[O:9])=[C:6]([OH:15])[CH:5]=1.[Cl:16][C:17]1[CH:18]=[C:19]([CH:22]=[CH:23][CH:24]=1)[CH2:20]Br.O>CN(C)C=O>[NH2:3][C:4]1[C:13]([Cl:14])=[CH:12][C:7]([C:8]([OH:10])=[O:9])=[C:6]([O:15][CH2:20][C:19]2[CH:22]=[CH:23][CH:24]=[C:17]([Cl:16])[CH:18]=2)[CH:5]=1 |f:0.1|. Reported procedure: A cooled (0° C.) suspension of 60% sodium hydride/oil dispersion (7.2 g, 180 mmol) in anhydrous N,N-dimethylformamide (200 mL) under nitrogen was treated in portions with 4-amino-5-chloro-2-hydroxybenzoic acid, methyl ester (30.24 g, 150 mmol) so as to keep the pot temperature below 20° C. After one hour at 40° C., the mixture was treated with 3-chlorobenzyl bromide (37.0 g, 180 mmol) and heated to 100°±5° C. for one hour, then cooled to room temperature and added to water (600 mL). A solid prec... The reactants are [BH3-]C#N, CC(=O)O, CCC(=O)CC, CO, Cc1ccc(NC(=O)c2cc(Cl)ccc2NCC2CCNCC2)nc1, [Na+], C1CCOC1. Yields the product CCC(CC)N1CCC(CNc2ccc(Cl)cc2C(=O)Nc2ccc(C)cn2)CC1. Reaction SMILES: [C:32]([BH3-:33])#[N:34].[C:36]([OH:37])(=[O:38])[CH3:39].[CH3:26][CH2:27][C:28]([CH2:29][CH3:30])=[O:31].[CH3:40][OH:41].[Cl:1][c:2]1[cH:3][cH:4][c:5]([NH:18][CH2:19][CH:20]2[CH2:21][CH2:22][NH:23][CH2:24][CH2:25]2)[c:6]([C:7](=[O:8])[NH:9][c:10]2[n:11][cH:12][c:13]([CH3:16])[cH:14][cH:15]2)[cH:17]1.[Na+:35].[O:42]1[CH2:43][CH2:44][CH2:45][CH2:46]1>>[Cl:1][c:2]1[cH:3][cH:4][c:5]([NH:18][CH2:19][CH:20]2[CH2:21][CH2:22][N:23]([CH:28]([CH2:27][CH3:26])[CH2:29][CH3:30])[CH2:24][CH2:25]2)[c:6]([C:7](=[O:8])[NH:9][c:10]2[n:11][cH:12][c:13]([CH3:16])[cH:14][cH:15]2)[cH:17]1. The product is C1(CCCC1)OC=1C(=C(C(=O)OC)C=CC1OC)N(C(C)=O)CCOC1OCCCC1 (Methyl 3-(cyclopentyloxy)-4-methoxy-2-(N-(2-(tetrahydro-2H-pyran-2-yloxy)ethyl)acetamido)benzoate). Reactants: C(C)(=O)NC1=C(C(=O)OC)C=CC(=C1OC1CCCC1)OC (methyl 2-acetamido-3-(cyclopentyloxy)-4-methoxybenzoate), CN(C)C=O (DMF). Reported procedure: Methyl 3-(cyclopentyloxy)-4-methoxy-2-(N-(2-(tetrahydro-2H-pyran-2-yloxy)ethyl)acetamido)benzoate was prepared from methyl 2-acetamido-3-(cyclopentyloxy)-4-methoxybenzoate (Example 1, Step 4) following the procedure outlined in Example 4 (except: solvent was DMF; temp was 33° C.; time was overnight). MS (ESI): 458.2 (M+Na). Reaction SMILES: [C:1]([NH:4][C:5]1[C:14]([O:15][CH:16]2[CH2:20][CH2:19][CH2:18][CH2:17]2)=[C:13]([O:21][CH3:22])[CH:12]=[CH:11][C:6]=1[C:7]([O:9][CH3:10])=[O:8])(=[O:3])[CH3:2].CN([CH:26]=[O:27])C>>[CH:16]1([O:15][C:14]2[C:5]([N:4]([CH2:17][CH2:16][O:15][CH:14]3[CH2:13][CH2:12][CH2:11][CH2:26][O:27]3)[C:1](=[O:3])[CH3:2])=[C:6]([CH:11]=[CH:12][C:13]=2[O:21][CH3:22])[C:7]([O:9][CH3:10])=[O:8])[CH2:17][CH2:18][CH2:19][CH2:20]1. The reactants are CS(=O)(=O)OS(=O)(=O)C (methanesulfonic anhydride), ClC=1SC(=CN1)CO (2-chloro-5-hydroxymethyl-thiazole), N1=CC=CC=C1 (pyridine). The solvent is O1CCCC1 (tetrahydrofuran). Reaction conditions: time 3 hour. Product: ClC=1SC(=CN1)COS(=O)(=O)C (2-chloro-5-methylsulfonyloxymethyl-thiazole), compound 1.3. RXN SMILES: CS([O:5][S:6]([CH3:9])(=[O:8])=[O:7])(=O)=O.[Cl:10][C:11]1[S:12][C:13]([CH2:16]O)=[CH:14][N:15]=1.N1C=CC=CC=1>O1CCCC1>[Cl:10][C:11]1[S:12][C:13]([CH2:16][O:5][S:6]([CH3:9])(=[O:7])=[O:8])=[CH:14][N:15]=1. Procedure details: 1.28 g of methanesulfonic anhydride are added to 1.0 g of 2-chloro-5-hydroxymethyl-thiazole and 0.63 g of pyridine in 10 ml of tetrahydrofuran and the mixture is stirred for three hours at room temperature. Concentration of the solution yields the title compound in the form of a solid (compound 1.3). 1H-NMR (DMSO-d6, 250 MHz): s, 1H, 7.87 ppm; s, 2H, 5.52 ppm; s, 3H, 2.43 ppm. Starting materials: CN(C)C=O, O=c1c(=O)n(C2CC2)c2cc(Cl)c(F)cc2n1O, c1ccc(P(c2ccccc2)c2ccccc2)cc1. Product: O=c1[nH]c2cc(F)c(Cl)cc2n(C2CC2)c1=O. As a reaction SMILES: [CH3:38][N:39]([CH3:40])[CH:41]=[O:42].[Cl:1][c:2]1[cH:3][c:4]2[n:5]([CH:16]3[CH2:17][CH2:18]3)[c:6](=[O:15])[c:7](=[O:14])[n:8]([OH:13])[c:9]2[cH:10][c:11]1[F:12].[c:19]1([P:20]([c:21]2[cH:22][cH:23][cH:24][cH:25][cH:26]2)[c:27]2[cH:28][cH:29][cH:30][cH:31][cH:32]2)[cH:33][cH:34][cH:35][cH:36][cH:37]1>>[Cl:1][c:2]1[cH:3][c:4]2[n:5]([CH:16]3[CH2:17][CH2:18]3)[c:6](=[O:15])[c:7](=[O:14])[nH:8][c:9]2[cH:10][c:11]1[F:12]. Starting materials: FC1=CC2=C(N(C(S2)=O)CC2=NOC(=N2)C)C=C1 (6-fluoro-3-(5-methyl-1,2,4-oxadiazol-3-ylmethyl)-2(3H)-benzothiazolone), S(O)(O)(=O)=O (sulfuric acid), [N+](=O)(O)[O-] (nitric acid). Yield: 96.6%. Yields the product FC1=CC2=C(N(C(S2)=O)CC2=NOC(=N2)C)C=C1[N+](=O)[O-] (6-fluoro-3-(5-methyl-1,2,4-oxadiazol-3-ylmethyl)-5 -nitro-2(3H)-benzothiazolone). As a reaction SMILES: [F:1][C:2]1[CH:18]=[CH:17][C:5]2[N:6]([CH2:10][C:11]3[N:15]=[C:14]([CH3:16])[O:13][N:12]=3)[C:7](=[O:9])[S:8][C:4]=2[CH:3]=1.S(=O)(=O)(O)O.[N+:24]([O-])([OH:26])=[O:25]>C(OCC)(=O)C>[F:1][C:2]1[C:18]([N+:24]([O-:26])=[O:25])=[CH:17][C:5]2[N:6]([CH2:10][C:11]3[N:15]=[C:14]([CH3:16])[O:13][N:12]=3)[C:7](=[O:9])[S:8][C:4]=2[CH:3]=1. Procedure details: A compound of 6-fluoro-3-(5-methyl-1,2,4-oxadiazol-3-ylmethyl)-2(3H)-benzothiazolone (11.5 g) was added portionwise to concentrated sulfuric acid (200 g) which had been cooled to a temperature of 5° to 10° C. The reaction mixture was stirred at a temperature of 0° to 5° C. for 10 minutes. To the reaction mixture was dropwise added a 98% nitric acid (3 g). The reaction mixture was stirred at a temperature of 0° to 5° C. for 2 hours, and then poured onto ice. Ethyl acetate (1 liter) was added to t... Run in C(C)(=O)OCC (Ethyl acetate). Reaction conditions: time 10 minute. Reactants: C(C)OC1=C(OCCNC(CC=2C=CC(=C(C2)S(=O)(=O)N)OC)C)C=CC=C1 ((-)-5-[2-[[2-(o-ethoxyphenoxy)ethyl]amino]-2-methylethyl]-2-methoxybenzenesulfonamide), (-)5[(2-amino-2-methyl)ethyl]-2-methoxybenzenesulfonamide, C(C)OC1=C(OCCBr)C=CC=C1 (2-(o-ethoxyphenoxy)ethyl bromide), Cl.C(C)O (HCl ethanol). Run in C(C)O (ethanol). The product is Cl (hydrochloric acid), C(C)OC1=C(OCCNC(CC=2C=CC(=C(C2)S(=O)(=O)N)OC)C)C=CC=C1 ((-)-5-[2-[[2-(o-ethoxyphenoxy)ethyl]amino]-2-methylethyl]-2-methoxybenzenesulfonamide). As a reaction SMILES: [CH2:1]([O:3][C:4]1[CH:28]=[CH:27][CH:26]=[CH:25][C:5]=1[O:6][CH2:7][CH2:8][NH:9][CH:10]([CH3:24])[CH2:11][C:12]1[CH:13]=[CH:14][C:15]([O:22][CH3:23])=[C:16]([S:18]([NH2:21])(=[O:20])=[O:19])[CH:17]=1)[CH3:2].C(OC1C=CC=CC=1OCCBr)C.[ClH:42].C(O)C>C(O)C>[ClH:42].[CH2:1]([O:3][C:4]1[CH:28]=[CH:27][CH:26]=[CH:25][C:5]=1[O:6][CH2:7][CH2:8][NH:9][CH:10]([CH3:24])[CH2:11][C:12]1[CH:13]=[CH:14][C:15]([O:22][CH3:23])=[C:16]([S:18]([NH2:21])(=[O:19])=[O:20])[CH:17]=1)[CH3:2] |f:2.3|. Procedure: In 120 ml of ethanol were dissolved 2.4 g of (R) (-)5[(2-amino-2-methyl)ethyl]-2-methoxybenzenesulfonamide and 1.2 g of 2-(o-ethoxyphenoxy)ethyl bromide, and the mixture was refluxed for 16 hours under heating. The solvent was distilled away, and after alkalifing the residue by the addition of 10% sodium hydroxide, and the oily material precipitated was extracted with ethyl acetate. The extract solution was washed with a saturated aqueous sodium chloride, and dried over anhydrous magnesium sulfa...